The task is: describe an organic reaction: reactants, conditions, products, and yield. This data is from the Open Reaction Database (ORD), a public repository of structured organic reaction records. The reactants are Br, [BH3-]C#N, CCOC(CNc1ncnc2oc(-c3ccccc3)c(-c3ccccc3)c12)OCC, CC(=O)O, C1NC2CNC1C2, [Na+]. Product: c1ccc(-c2oc3ncnc(NCCN4CC5CC4CN5)c3c2-c2ccccc2)cc1. RXN SMILES: [BrH:31].[C:39]([BH3-:40])#[N:41].[CH2:1]([O:2][CH:4]([O:3][CH2:28][CH3:29])[CH2:5][NH:6][c:7]1[c:8]2[c:9]([n:10][cH:11][n:12]1)[o:13][c:14](-[c:22]1[cH:23][cH:24][cH:25][cH:26][cH:27]1)[c:15]2-[c:16]1[cH:17][cH:18][cH:19][cH:20][cH:21]1)[CH3:30].[CH3:43][C:44](=[O:45])[OH:46].[CH:32]12[NH:33][CH2:34][CH:35]([NH:36][CH2:37]1)[CH2:38]2.[Na+:42]>>[CH2:4]([CH2:5][NH:6][c:7]1[c:8]2[c:9]([n:10][cH:11][n:12]1)[o:13][c:14](-[c:22]1[cH:23][cH:24][cH:25][cH:26][cH:27]1)[c:15]2-[c:16]1[cH:17][cH:18][cH:19][cH:20][cH:21]1)[N:33]1[CH:32]2[CH2:37][NH:36][CH:35]([CH2:34]1)[CH2:38]2. Run in C(C)(=O)OCC (ethyl acetate). The reactants are C(C)(C)(C)OC(=O)N[C@@H](C(=O)NC1C(N(C2=C(C(=N1)C1CCCCC1)C=CC=C2)C)=O)CC2=CC=CC=C2 (3(R,S)-[2(R)-(tert-Butyloxycarbonyl)amino-3phenylpropionylamino]-5-cyclohexyl-1,3-dihydro-1-methyl-2H-1,4-benzodiazepin-2-one), Cl (hydrogen chloride). Reaction SMILES: C(OC([NH:8][C@H:9]([CH2:32][C:33]1[CH:38]=[CH:37][CH:36]=[CH:35][CH:34]=1)[C:10]([NH:12][CH:13]1[N:19]=[C:18]([CH:20]2[CH2:25][CH2:24][CH2:23][CH2:22][CH2:21]2)[C:17]2[CH:26]=[CH:27][CH:28]=[CH:29][C:16]=2[N:15]([CH3:30])[C:14]1=[O:31])=[O:11])=O)(C)(C)C.Cl>C(OCC)(=O)C>[NH2:8][C@H:9]([CH2:32][C:33]1[CH:38]=[CH:37][CH:36]=[CH:35][CH:34]=1)[C:10]([NH:12][C@H:13]1[N:19]=[C:18]([CH:20]2[CH2:21][CH2:22][CH2:23][CH2:24][CH2:25]2)[C:17]2[CH:26]=[CH:27][CH:28]=[CH:29][C:16]=2[N:15]([CH3:30])[C:14]1=[O:31])=[O:11]. Yield: 19.5%. Run at temperature 0 celsius. Product: N[C@@H](C(=O)N[C@@H]1C(N(C2=C(C(=N1)C1CCCCC1)C=CC=C2)C)=O)CC2=CC=CC=C2 ((-)-3(S)-(2-(R)-Amino-3-phenylpropionylamino)-5-cyclohexyl-1,3-dihydro-1-methyl-2H-1,4-benzodiazepin-2-one). Procedure: 3(R,S)-[2(R)-(tert-Butyloxycarbonyl)amino-3-phenylpropionylamino]- 5-cyclohexyl-1,3-dihydro-1-methyl-2H-1,4-benzodiazepin-2-one (12.7 g, 24.5 mmol) [Example 27, Step 2] was dissolved in ethyl acetate (20 ml) and cooled to 0° C. This solution was then saturated with hydrogen chloride gas. After 1.5 h the resulting precipitate was collected by filtration. After recrystallisation twice from ethanol, the precipitate was partitioned between ethyl acetate (50 ml) and 10% sodium carbonate solution (50 ... Procedure: A solution of cyclopropylmagnesium bromide in dry THF (prepared from cyclopropylbromide (18.2 g, 0.15 mol), magnesium turnings (2.9 g, 0.12 mol) and dry THF (80 ml)) was placed under an atmosphere of nitrogen. A solution of thioxanthen-9-one (12.7 g, 0.06 mol) in dry THF (70 ml) was added dropwise and when addition was complete the mixture was heated at reflux for 20 minutes. The reaction mixture was cooled on an ice-bath and saturated ammonium chloride (70 ml) was carefully added. The mixture w... Yields the product C1(CC1)C1(C2=CC=CC=C2SC=2C=CC=CC12)O (9-cyclopropyl-9H-thioxanthen-9-ol). RXN SMILES: [CH:1]1([Mg]Br)[CH2:3][CH2:2]1.[CH:6]1[C:19]2[C:18](=[O:20])[C:17]3[C:12](=[CH:13][CH:14]=[CH:15][CH:16]=3)[S:11][C:10]=2[CH:9]=[CH:8][CH:7]=1.[Cl-].[NH4+]>C1COCC1.O>[CH:1]1([C:18]2([OH:20])[C:17]3[CH:16]=[CH:15][CH:14]=[CH:13][C:12]=3[S:11][C:10]3[C:19]2=[CH:6][CH:7]=[CH:8][CH:9]=3)[CH2:3][CH2:2]1 |f:2.3|. Starting materials: [Cl-].[NH4+] (ammonium chloride), C1(CC1)[Mg]Br (cyclopropylmagnesium bromide), C1=CC=CC=2SC3=CC=CC=C3C(C12)=O (thioxanthen-9-one). Solvent: O (water), C1CCOC1 (THF), C1CCOC1 (THF). Starting materials: COC1=C(CN2C(C(NCC2)=O)=O)C=CC(=C1)OC (1-(2,4-dimethoxybenzyl)-2,3-dioxopiperazine), [H-].[Na+] (sodium hydride), BrCCBr (1,2-dibromoethane). Run in CN(C=O)C (N,N-dimethylformamide). Run at temperature 50 celsius, time 1 hour. The product is BrCCN1C(C(N(CC1)CC1=C(C=C(C=C1)OC)OC)=O)=O (1-(2-bromoethyl)-4-(2,4-dimethoxybenzyl)-2,3-dioxopiperazine). As a reaction SMILES: [CH3:1][O:2][C:3]1[CH:17]=[C:16]([O:18][CH3:19])[CH:15]=[CH:14][C:4]=1[CH2:5][N:6]1[CH2:11][CH2:10][NH:9][C:8](=[O:12])[C:7]1=[O:13].[H-].[Na+].[Br:22][CH2:23][CH2:24]Br>CN(C)C=O>[Br:22][CH2:23][CH2:24][N:9]1[CH2:10][CH2:11][N:6]([CH2:5][C:4]2[CH:14]=[CH:15][C:16]([O:18][CH3:19])=[CH:17][C:3]=2[O:2][CH3:1])[C:7](=[O:13])[C:8]1=[O:12] |f:1.2|. Procedure: In 100 ml of N,N-dimethylformamide was suspended 10 g of 1-(2,4-dimethoxybenzyl)-2,3-dioxopiperazine, and 1.67 g of sodium hydride (60%, oil) was added to the suspension, followed by stirring at 50° C. for 1 hour. Then, the reaction mixture was cooled to room temperature, after which 16.5 ml of 1,2-dibromoethane was added thereto and the resulting mixture was stirred at the same temperature for 4 hours. After the solvent was distilled off under reduced pressure, a mixed solvent of 100 ml of ethy...